Dataset: the Open Reaction Database (ORD), a public repository of structured organic reaction records. Task: describe an organic reaction: reactants, conditions, products, and yield Starting materials: 94.6A, CN1C=2C=CC(=CC2N=C1CCCC(=O)O)N(CCCl)CCCl.Cl (bendamustine hydrochloride), C(CCCCCCCCCCCCCC)O (pentadecanol), C1(CCCCC1)N=C=NC1CCCCC1 (dicyclohexylcarbodiimide). Reagents/catalysts: CN(C)C=1C=CN=CC1 (DMAP). Run in three. Run at time 8 hour. The product is C(CCCCCCCCCCCCCC)OC(CCCC1=NC2=C(N1C)C=CC(=C2)N(CCCl)CCCl)=O (4-{5-[Bis-(chloroethyl)-amino]-1-methyl-1H-benzimidazol-2-yl}butyric acid pentadecyl ester). The yield is 75.0%. Reaction SMILES: [CH3:1][N:2]1[C:10]([CH2:11][CH2:12][CH2:13][C:14]([OH:16])=[O:15])=[N:9][C:8]2[CH:7]=[C:6]([N:17]([CH2:21][CH2:22][Cl:23])[CH2:18][CH2:19][Cl:20])[CH:5]=[CH:4][C:3]1=2.Cl.[CH2:25](O)[CH2:26][CH2:27][CH2:28][CH2:29][CH2:30][CH2:31][CH2:32][CH2:33][CH2:34][CH2:35][CH2:36][CH2:37][CH2:38][CH3:39].C1(N=C=NC2CCCCC2)CCCCC1>CN(C1C=CN=CC=1)C>[CH2:39]([O:15][C:14](=[O:16])[CH2:13][CH2:12][CH2:11][C:10]1[N:2]([CH3:1])[C:3]2[CH:4]=[CH:5][C:6]([N:17]([CH2:18][CH2:19][Cl:20])[CH2:21][CH2:22][Cl:23])=[CH:7][C:8]=2[N:9]=1)[CH2:38][CH2:37][CH2:36][CH2:35][CH2:34][CH2:33][CH2:32][CH2:31][CH2:30][CH2:29][CH2:28][CH2:27][CH2:26][CH3:25] |f:0.1|. Reported procedure: A 250 mL three neck round bottom flask was equipped with an overhead stirrer, thermocouple, temperature controller and nitrogen sweep then charged with 10.0 g (25.34 mmol) of bendamustine hydrochloride, 5.85 g (25.6 mmol, 1.01 eq) of pentadecanol, 5.3 g (25.6 mmol, 1.01 eq) of dicyclohexylcarbodiimide (DCC), 100 mL of MDC and 0.31 g (2.54 mmol, 0.1 eq) of DMAP. The reaction was stirred at room temperature overnight at which time an in process analysis indicated the reaction was complete. Solids ...